Dataset: the Open Reaction Database (ORD), a public repository of structured organic reaction records. Task: describe an organic reaction: reactants, conditions, products, and yield Reactants: OCC=1C=C(C=CC1)C#CCN1N=CC(=C1)C1=NC=2N(C(N(C(C2N1COCC[Si](C)(C)C)=O)CCC)=O)CCC (8-{1-[3-(3-hydroxymethyl-phenyl)-prop-2-ynyl]-1H-pyrazol-4-yl}-1,3-dipropyl-7-(2-trimethylsilanyl-ethoxymethyl)-3,7-dihydro-purine-2,6-dione). The yield is 51.7%. As a reaction SMILES: [OH:1][CH2:2][C:3]1[CH:4]=[C:5]([C:9]#[C:10][CH2:11][N:12]2[CH:16]=[C:15]([C:17]3[N:25](COCC[Si](C)(C)C)[C:24]4[C:23](=[O:34])[N:22]([CH2:35][CH2:36][CH3:37])[C:21](=[O:38])[N:20]([CH2:39][CH2:40][CH3:41])[C:19]=4[N:18]=3)[CH:14]=[N:13]2)[CH:6]=[CH:7][CH:8]=1>C(O)C.Cl.C(OCC)(=O)C>[OH:1][CH2:2][C:3]1[CH:4]=[C:5]([C:9]#[C:10][CH2:11][N:12]2[CH:16]=[C:15]([C:17]3[NH:25][C:24]4[C:23](=[O:34])[N:22]([CH2:35][CH2:36][CH3:37])[C:21](=[O:38])[N:20]([CH2:39][CH2:40][CH3:41])[C:19]=4[N:18]=3)[CH:14]=[N:13]2)[CH:6]=[CH:7][CH:8]=1. The solvent is C(C)O (ethanol), Cl (HCl), C(C)(=O)OCC (ethyl acetate). The product is OCC=1C=C(C=CC1)C#CCN1N=CC(=C1)C1=NC=2N(C(N(C(C2N1)=O)CCC)=O)CCC (8-{1-[3-(3-hydroxymethyl-phenyl)-prop-2-ynyl]-1H-pyrazol-4-yl}-1,3-dipropyl-3,7-dihydro-purine-2,6-dione). Reported procedure: To a solution of 8-{1-[3-(3-hydroxymethyl-phenyl)-prop-2-ynyl]-1H-pyrazol-4-yl}-1,3-dipropyl-7-(2-trimethylsilanyl-ethoxymethyl)-3,7-dihydro-purine-2,6-dione (25 mg) in ethanol (3 ml), aq. HCl (2 N, 1 ml) was added and the reaction mixture was refluxed for 2 hrs. The volatiles were evaporated and the residue obtained was dissolved in ethyl acetate. The organic layer was washed with water, brine and dried over Na2SO4 and concentrated under vacuum. The residue obtained was purified by column to ob... Reactants: [BH4-], CO, [Na+], O=CC1(c2ccccc2)CCC=CCC1. RXN SMILES: [BH4-:16].[CH3:18][OH:19].[Na+:17].[c:1]1([C:7]2([CH:14]=[O:15])[CH2:8][CH2:9][CH:10]=[CH:11][CH2:12][CH2:13]2)[cH:2][cH:3][cH:4][cH:5][cH:6]1>>[c:1]1([C:7]2([CH2:14][OH:15])[CH2:8][CH2:9][CH:10]=[CH:11][CH2:12][CH2:13]2)[cH:2][cH:3][cH:4][cH:5][cH:6]1. The product is OCC1(c2ccccc2)CCC=CCC1. Starting materials: COC(=O)C1=C(CN2CN(C3(C2=O)CCN(CC3)C(=O)OC(C)(C)C)C3=CC=CC=C3)C=CC=C1 (tert-butyl 3-(2-(methoxycarbonyl)benzyl)-4-oxo-1-phenyl-1,3,8-triazaspiro[4.5]decane-8-carboxylate), solution, Cl (HCl). The solvent is O1CCOCC1 (dioxane). Reaction conditions: time 90 minute. Yields the product O=C1N(CN(C12CCNCC2)C2=CC=CC=C2)CC2=C(C(=O)OC)C=CC=C2 (methyl 2-((4-oxo-1-phenyl-1,3,8-triazaspiro[4.5]decan-3-yl)methyl)benzoate), hydrochloride salt. As a reaction SMILES: [CH3:1][O:2][C:3]([C:5]1[CH:35]=[CH:34][CH:33]=[CH:32][C:6]=1[CH2:7][N:8]1[C:12](=[O:13])[C:11]2([CH2:18][CH2:17][N:16](C(OC(C)(C)C)=O)[CH2:15][CH2:14]2)[N:10]([C:26]2[CH:31]=[CH:30][CH:29]=[CH:28][CH:27]=2)[CH2:9]1)=[O:4].Cl>O1CCOCC1>[O:13]=[C:12]1[C:11]2([CH2:14][CH2:15][NH:16][CH2:17][CH2:18]2)[N:10]([C:26]2[CH:27]=[CH:28][CH:29]=[CH:30][CH:31]=2)[CH2:9][N:8]1[CH2:7][C:6]1[CH:32]=[CH:33][CH:34]=[CH:35][C:5]=1[C:3]([O:2][CH3:1])=[O:4]. Reported procedure: To tert-butyl 3-(2-(methoxycarbonyl)benzyl)-4-oxo-1-phenyl-1,3,8-triazaspiro[4.5]decane-8-carboxylate (0.12 g, 0.25 mmol) was added 4M solution of HCl in dioxane (2.5 mL). After stirring at room temperature for 90 minutes, the reaction mixture was concentrated in vacuo to obtain methyl 2-((4-oxo-1-phenyl-1,3,8-triazaspiro[4.5]decan-3-yl)methyl)benzoate as a hydrochloride salt. Reactants: C(C)(=O)OC(C)=O (Acetic anhydride), C(C)OC(=O)C1CC(C2=C(SC=C2)C1)O (6-ethoxycarbonyl-4-hydroxy-4,5,6,7-tetrahydrobenzo[b]thiophene), N1=CC=CC=C1 (pyridine), Cl (HCl). Solvent: O (water), CCOC(=O)C (AcOEt). Conditions: time 2.5 hour. Yields the product C(C)(=O)OC1CC(CC=2SC=CC21)C(=O)OCC (4-acetoxy-6-ethoxycarbonyl-4,5,6,7-tetrahydrobenzo[b]thiophene). Reaction SMILES: [C:1]([O:4][C:5](=[O:7])[CH3:6])(=O)[CH3:2].[CH2:8]([O:10][C:11]([CH:13]1[CH2:21][C:17]2[S:18][CH:19]=[CH:20][C:16]=2C(O)C1)=[O:12])[CH3:9].N1C=CC=CC=1.Cl>O.CCOC(C)=O>[C:5]([O:4][CH:1]1[C:16]2[CH:20]=[CH:19][S:18][C:17]=2[CH2:21][CH:13]([C:11]([O:10][CH2:8][CH3:9])=[O:12])[CH2:2]1)(=[O:7])[CH3:6]. Procedure: Acetic anhydride (4.1 ml) was added to a mixture of 6-ethoxycarbonyl-4-hydroxy-4,5,6,7-tetrahydrobenzo[b]thiophene (2.06 g) and pyridine (8 ml) under water cooling, and was stirred at r.t. for 2.5 hours. The reaction mixture was added into a mixture of AcOEt and water, and was adjusted to pH 1.6 with 6N HCl. The separated organic layer was washed with a saturated aqueous solution of sodium hydrogen carbonate (sat. NaHCO3 aq.), water, and brine, and dried over MgSO4, and then evaporated in vacuo ... The reactants are C(C)(C)(C)OC(=O)N1[C@H](C(=O)O)CCC1 (N-(tert-butyloxycarbonyl)-L-proline), C1(=CC=CC=C1)CCCN (3-phenylpropylamine). Yields the product C(C)(C)(C)OC(=O)N1[C@H](C(=O)NCCCC2=CC=CC=C2)CCC1 (1-(tert-butyloxycarbonyl)-N-(3-phenylpropyl)-L-prolinamide). Yield: 52.4%. Reaction SMILES: [C:1]([O:5][C:6]([N:8]1[CH2:15][CH2:14][CH2:13][C@H:9]1[C:10]([OH:12])=O)=[O:7])([CH3:4])([CH3:3])[CH3:2].[C:16]1([CH2:22][CH2:23][CH2:24][NH2:25])[CH:21]=[CH:20][CH:19]=[CH:18][CH:17]=1>>[C:1]([O:5][C:6]([N:8]1[CH2:15][CH2:14][CH2:13][C@H:9]1[C:10]([NH:25][CH2:24][CH2:23][CH2:22][C:16]1[CH:21]=[CH:20][CH:19]=[CH:18][CH:17]=1)=[O:12])=[O:7])([CH3:2])([CH3:3])[CH3:4]. Reported procedure: By the method of part A of Example 1 N-(tert-butyloxycarbonyl)-L-proline (4.3 g.) was condensed with 3-phenylpropylamine (2.7 g.) and the product was purified by high pressure liquid chromatography on silica gel using hexaneethyl acetate (7:3) as the eluant, affording 1-(tert-butyloxycarbonyl)-N-(3-phenylpropyl)-L-prolinamide (3.48 g.). Starting materials: C(C=O)(=O)O (glyoxylic acid), OC1=CC=CC2=C1C=CS2 (4-Hydroxybenzothiophene), [OH-].[K+] (KOH), C(C=O)(=O)O (glyoxylic acid), C(CCC)N(CCCC)CCCC (tributylamine), Cl (HCl). Solvent: O (water), O (water), COC(C)(C)C (tert-butyl methyl ether), COC(C)(C)C (tert-butyl methyl ether). Run at temperature 2.5 celsius, time 3 hour. Product: OC(C(=O)[O-])C1=CC=C(C2=C1SC=C2)O.C(CCC)[NH+](CCCC)CCCC (tributylammonium hydroxy-(4-hydroxy-benzo[b]thiophen-7-yl)-acetate). Yield: 53.1%. Reaction SMILES: [OH:1][C:2]1[C:7]2[CH:8]=[CH:9][S:10][C:6]=2[CH:5]=[CH:4][CH:3]=1.[OH-].[K+].[C:13]([OH:17])(=[O:16])[CH:14]=[O:15].Cl.[CH2:19]([N:23]([CH2:28][CH2:29][CH2:30][CH3:31])[CH2:24][CH2:25][CH2:26][CH3:27])[CH2:20][CH2:21][CH3:22]>O.COC(C)(C)C>[OH:15][CH:14]([C:5]1[C:6]2[S:10][CH:9]=[CH:8][C:7]=2[C:2]([OH:1])=[CH:3][CH:4]=1)[C:13]([O-:17])=[O:16].[CH2:28]([NH+:23]([CH2:19][CH2:20][CH2:21][CH3:22])[CH2:24][CH2:25][CH2:26][CH3:27])[CH2:29][CH2:30][CH3:31] |f:1.2,8.9|. Procedure details: A 2 L reactor equipped with a mechanical stirrer, a thermometer, a dropping funnel, a sensor connected to a pH-meter and an argon inlet was charged under argon with 76.2 g (500 mmol) of 4-Hydroxybenzothiophene and 617.1 g (1100 mmol) of a 10% KOH aqueous solution. To the dark solution were added at 0-5° C. within 30 min ca. 85.91 g (580 mmol) of a 50% glyoxylic acid solution in water. If necessary, more glyoxylic acid is added such that the pH of the solution at the end of the addition was 11.5.... Reactants: Cc1ccnc2c(OCc3ccc(Cl)cc3)cccc12, C1COCCO1, O, O=[Se]=O. The product is O=Cc1ccnc2c(OCc3ccc(Cl)cc3)cccc12. RXN SMILES: [Cl:5][c:6]1[cH:7][cH:8][c:9]([CH2:10][O:11][c:12]2[cH:13][cH:14][cH:15][c:16]3[c:17]([CH3:22])[cH:18][cH:19][n:20][c:21]23)[cH:23][cH:24]1.[O:25]1[CH2:26][CH2:27][O:28][CH2:29][CH2:30]1.[OH2:4].[Se:1](=[O:2])=[O:3]>>[O:4]=[CH:22][c:17]1[c:16]2[cH:15][cH:14][cH:13][c:12]([O:11][CH2:10][c:9]3[cH:8][cH:7][c:6]([Cl:5])[cH:24][cH:23]3)[c:21]2[n:20][cH:19][cH:18]1. The reactants are C(Cl)(Cl)Cl.CO (chloroform methanol), O([C@@H]1[C@H](O)[C@@H](O)[C@@H](O)[C@H](O1)CO)C1=C(C=C(C=C1)C=O)OC (4-formyl-2-methoxyphenyl α-D-galactopyranoside), [I-].C[N+]1=C(C=CC2=CC=CC=C12)C (1,2-dimethylquinolinium iodide), C(C)(=O)[O-].[NH4+] (ammonium acetate), aldehyde. The solvent is C(C)O (ethanol). Run at time 1 hour. Product: [I-].[C@@H]1([C@H](O)[C@@H](O)[C@@H](O)[C@H](O1)CO)OC1=C(C=C(C=C1)C=CC1=[N+](C2=CC=CC=C2C=C1)C)OC (2-{2-[4-(β-D-Galactopyranosyloxy)-3-methoxyphenyl]-vinyl}-1-methylquinolinium iodide). Yield: 74.4%. Reaction SMILES: [O:1]([C:13]1[CH:18]=[CH:17][C:16]([CH:19]=O)=[CH:15][C:14]=1[O:21][CH3:22])[C@H:2]1[O:10][C@H:9]([CH2:11][OH:12])[C@H:7]([OH:8])[C@H:5]([OH:6])[C@H:3]1[OH:4].[I-:23].[CH3:24][N+:25]1[C:34]2[C:29](=[CH:30][CH:31]=[CH:32][CH:33]=2)[CH:28]=[CH:27][C:26]=1[CH3:35].C([O-])(=O)C.[NH4+].C(Cl)(Cl)Cl.CO>C(O)C>[I-:23].[C@@H:2]1([O:1][C:13]2[CH:18]=[CH:17][C:16]([CH:19]=[CH:35][C:26]3[CH:27]=[CH:28][C:29]4[C:34](=[CH:33][CH:32]=[CH:31][CH:30]=4)[N+:25]=3[CH3:24])=[CH:15][C:14]=2[O:21][CH3:22])[O:10][C@H:9]([CH2:11][OH:12])[C@H:7]([OH:8])[C@H:5]([OH:6])[C@H:3]1[OH:4] |f:1.2,3.4,5.6,8.9|. Procedure details: A stirred suspension of 4-formyl-2-methoxyphenyl β-D-galactopyranoside (1c)(0.12 g, 0.37 mmol), 1,2-dimethylquinolinium iodide (0.10 g, 0.37 mmol) and ammonium acetate (0.06 g, 0.8 mmol) in ethanol (10 ml) was heated under reflux to give a heterogeneous mixture which soon turned orange. After 1 h, t.l.c. (chloroform-methanol 5:4) indicated that the aldehyde had been fully converted into an almost non-mobile orange product. The solution was cooled, filtered and the collected material was washed t... Yield: 95.0%. Reactants: C(C(=O)Cl)(=O)Cl (Oxalyl chloride), ClC1=CC=C(C(=O)N2C=C(C3=CC(=CC=C23)OC)CC(=O)O)C=C1 (2-(1-(4-chlorobenzoyl)-5-methoxy-1H-indol-3-yl)acetic acid). Run in C(Cl)Cl (CH2Cl2). The product is ClC1=CC=C(C(=O)N2C=C(C3=CC(=CC=C23)OC)CC(=O)Cl)C=C1 (2-(1-(4-chlorobenzoyl)-5-methoxy-1H-indol-3-yl)acetyl chloride). Procedure: Oxalyl chloride (30 μL, 0.35 mmol) was added dropwise to a solution of 2-(1-(4-chlorobenzoyl)-5-methoxy-1H-indol-3-yl)acetic acid (100 mg, 0.29 mmol) in 2 mL of dry CH2Cl2 under argon. The reaction mixture was stirred overnight at room temperature. The solvent was evaporated and the crude product was washed with dry hexane (3×1 mL) and dried in vacuo to give the title compound in 95% yield (100 mg). C18H13Cl2NO3, Mr=362.21; 1H NMR (400 MHz, DMSO-d6) d: 3.90 (s, 3H), 4.21 (s, 2H), 6.95 (d, J=2.4 ... RXN SMILES: [C:1](Cl)(=O)[C:2]([Cl:4])=[O:3].[Cl:7][C:8]1[CH:30]=[CH:29][C:11]([C:12]([N:14]2[C:22]3[C:17](=[CH:18][C:19]([O:23][CH3:24])=[CH:20][CH:21]=3)[C:16](CC(O)=O)=[CH:15]2)=[O:13])=[CH:10][CH:9]=1>C(Cl)Cl>[Cl:7][C:8]1[CH:30]=[CH:29][C:11]([C:12]([N:14]2[C:22]3[C:17](=[CH:18][C:19]([O:23][CH3:24])=[CH:20][CH:21]=3)[C:16]([CH2:1][C:2]([Cl:4])=[O:3])=[CH:15]2)=[O:13])=[CH:10][CH:9]=1. Conditions: time 8 hour. The reactants are CCO, [H][H], O=[N+]([O-])c1ccc(N2CC(O)C2)nc1. The product is Nc1ccc(N2CC(O)C2)nc1. Reaction SMILES: [CH3:17][CH2:18][OH:19].[H:15][H:16].[OH:1][CH:2]1[CH2:3][N:4]([c:6]2[n:7][cH:8][c:9]([N+:12]([O-:13])=[O:14])[cH:10][cH:11]2)[CH2:5]1>>[OH:1][CH:2]1[CH2:3][N:4]([c:6]2[n:7][cH:8][c:9]([NH2:12])[cH:10][cH:11]2)[CH2:5]1.